This data is from the Open Reaction Database (ORD), a public repository of structured organic reaction records. The task is: describe an organic reaction: reactants, conditions, products, and yield Starting materials: CC(=O)Nc1nc(C)c(-c2ccc(C(C)=O)c(F)c2)s1, CCO, Cl. Yields the product CC(=O)c1ccc(-c2sc(N)nc2C)cc1F. Reaction SMILES: [C:1]([CH3:2])(=[O:3])[c:4]1[c:5]([F:20])[cH:6][c:7](-[c:10]2[c:11]([CH3:19])[n:12][c:13]([NH:15][C:16](=[O:17])[CH3:18])[s:14]2)[cH:8][cH:9]1.[CH3:22][CH2:23][OH:24].[ClH:21]>>[C:1]([CH3:2])(=[O:3])[c:4]1[c:5]([F:20])[cH:6][c:7](-[c:10]2[c:11]([CH3:19])[n:12][c:13]([NH2:15])[s:14]2)[cH:8][cH:9]1.